Dataset: the Open Reaction Database (ORD), a public repository of structured organic reaction records. Task: describe an organic reaction: reactants, conditions, products, and yield Reactants: CCOC(=O)[C@H]1N(CC(CC1)C)C(=O)OC(C)(C)C ((S)-5-methyl-piperidine-1,2-dicarboxylic acid 1-tert-butyl ester 2-ethyl ester), O.[OH-].[Li+] (lithium hydroxide monohydrate). The solvent is CO (methanol), O (water). Reaction conditions: time 8 hour. Yields the product C(C)(C)(C)OC(=O)N1[C@@H](CCC(C1)C)C(=O)O ((S)-5-Methyl-piperidine-1,2-dicarboxylic acid 1-tert-butyl ester). As a reaction SMILES: CC[O:3][C:4]([C@@H:6]1[CH2:11][CH2:10][CH:9]([CH3:12])[CH2:8][N:7]1[C:13]([O:15][C:16]([CH3:19])([CH3:18])[CH3:17])=[O:14])=[O:5].O.[OH-].[Li+]>CO.O>[C:16]([O:15][C:13]([N:7]1[CH2:8][CH:9]([CH3:12])[CH2:10][CH2:11][C@H:6]1[C:4]([OH:5])=[O:3])=[O:14])([CH3:17])([CH3:18])[CH3:19] |f:1.2.3|. Procedure details: To a solution of (S)-5-methyl-piperidine-1,2-dicarboxylic acid 1-tert-butyl ester 2-ethyl ester (1.4 g, 5.16 mmol) in methanol (15 mL) and water (5 mL) was added lithium hydroxide monohydrate (650 mg, 15.48 mmol). The reaction mixture was stirred at RT overnight and concentrated to give the residue, which was extracted with EtOAc/water. The aqueous layer was acidified with 1 N HCl, and extracted with EtOAc to give the organic layer, which was dried and concentrated to give the crude product. The reactants are CCO, Cc1cc(Nc2ccnc(Cl)n2)n[nH]1, Nc1ccc2sc(NC(=O)c3ccccc3)nc2c1. The product is Cc1cc(Nc2ccnc(Nc3ccc4sc(NC(=O)c5ccccc5)nc4c3)n2)n[nH]1. RXN SMILES: [CH3:34][CH2:35][OH:36].[Cl:20][c:21]1[n:22][cH:23][cH:24][c:25]([NH:27][c:28]2[n:29][nH:30][c:31]([CH3:33])[cH:32]2)[n:26]1.[NH2:1][c:2]1[cH:3][cH:4][c:5]2[c:6]([n:7][c:8]([NH:10][C:11]([c:12]3[cH:13][cH:14][cH:15][cH:16][cH:17]3)=[O:18])[s:9]2)[cH:19]1>>[NH:1]([c:2]1[cH:3][cH:4][c:5]2[c:6]([n:7][c:8]([NH:10][C:11]([c:12]3[cH:13][cH:14][cH:15][cH:16][cH:17]3)=[O:18])[s:9]2)[cH:19]1)[c:21]1[n:22][cH:23][cH:24][c:25]([NH:27][c:28]2[n:29][nH:30][c:31]([CH3:33])[cH:32]2)[n:26]1. Starting materials: O=C1CCc2cc(Br)ccc21, CCO, Cl, CON, c1ccncc1. The product is CON=C1CCc2cc(Br)ccc21. RXN SMILES: [Br:1][c:2]1[cH:3][c:4]2[c:8]([cH:9][cH:10]1)[C:7](=[O:11])[CH2:6][CH2:5]2.[CH3:22][CH2:23][OH:24].[ClH:12].[O:13]([CH3:14])[NH2:15].[cH:16]1[cH:17][cH:18][n:19][cH:20][cH:21]1>>[Br:1][c:2]1[cH:3][c:4]2[c:8]([cH:9][cH:10]1)[C:7](=[N:15][O:13][CH3:14])[CH2:6][CH2:5]2. Starting materials: C(C)OCCN1C(=NC2=C1C=CC=C2)NC2CCN(CC2)CC2=CC=CC=C2 ((1-(2-ethoxyethyl)-1H-benzimidazol-2-yl)(1-benzylpiperidin-4-yl)amine), CO (methanol). Reagents/catalysts: O.[Pd] (palladium hydroxide-on-carbon). Solvent: C(C)N(CC)CC.CO (triethylamine methanol). Reaction conditions: time 24 hour. Yields the product C(C)OCCN1C(=NC2=C1C=CC=C2)NC2CCNCC2 ((1-(2-ethoxyethyl)-1H-benzimidazol-2-yl)(piperidin-4-yl)amine). RXN SMILES: [CH2:1]([O:3][CH2:4][CH2:5][N:6]1[C:10]2[CH:11]=[CH:12][CH:13]=[CH:14][C:9]=2[N:8]=[C:7]1[NH:15][CH:16]1[CH2:21][CH2:20][N:19](CC2C=CC=CC=2)[CH2:18][CH2:17]1)[CH3:2].CO>O.[Pd].C(N(CC)CC)C.CO>[CH2:1]([O:3][CH2:4][CH2:5][N:6]1[C:10]2[CH:11]=[CH:12][CH:13]=[CH:14][C:9]=2[N:8]=[C:7]1[NH:15][CH:16]1[CH2:17][CH2:18][NH:19][CH2:20][CH2:21]1)[CH3:2] |f:2.3,4.5|. Procedure: Combine (1-(2-ethoxyethyl)-1H-benzimidazol-2-yl)(1-benzylpiperidin-4-yl)amine (0.51 g, 1.35 mmol), 20% palladium hydroxide-on-carbon, and methanol (40 mL). Hydrogenate in a Parr apparatus at an initial pressure of 40 psi. After 24 hours, filter through celite, rinse with methanol, and evaporate in vacuo to obtain a residue. Chromatograph the residue on silica gel eluting with 4% triethylamine/methanol to give the title compound: Rf=0.28 (2% triethylamine/methanol. Starting materials: O=C([O-])O, CC=C1CCC2C3CC=C4CC(O)CCC4(C)C3CCC12C, [Na+], Cc1ccc(S(=O)(=O)Cl)cc1, c1ccncc1. RXN SMILES: [C:34](=[O:35])([OH:36])[O-:37].[CH3:1][CH:2]=[C:3]1[CH2:4][CH2:5][CH:6]2[CH:7]3[CH2:8][CH:9]=[C:10]4[CH2:11][CH:12]([OH:22])[CH2:13][CH2:14][C:15]4([CH3:16])[CH:17]3[CH2:18][CH2:19][C:20]12[CH3:21].[Na+:38].[c:23]1([CH3:33])[cH:24][cH:25][c:26]([S:29](=[O:30])(=[O:31])[Cl:32])[cH:27][cH:28]1.[cH:39]1[cH:40][cH:41][n:42][cH:43][cH:44]1>>[CH3:1][CH:2]=[C:3]1[CH2:4][CH2:5][CH:6]2[CH:7]3[CH2:8][CH:9]=[C:10]4[CH2:11][CH:12]([O:22][S:29]([c:26]5[cH:25][cH:24][c:23]([CH3:33])[cH:28][cH:27]5)(=[O:30])=[O:31])[CH2:13][CH2:14][C:15]4([CH3:16])[CH:17]3[CH2:18][CH2:19][C:20]12[CH3:21]. The product is CC=C1CCC2C3CC=C4CC(OS(=O)(=O)c5ccc(C)cc5)CCC4(C)C3CCC12C. The reactants are NC[C@H]1C[C@H](C1)N1C=C(C2=C1N=CN=C2N)C2=CC(=CC=C2)OCC2=CC=CC=C2 (cis-7-(3-aminomethyl-cyclobutyl)-5-(3-benzyloxy-phenyl)-7H-pyrrolo[2,3-d]pyrimidin-4-ylamine), CC(C)N=C=O (2-propylisocyanate). Yields the product NC=1C2=C(N=CN1)N(C=C2C2=CC(=CC=C2)OCC2=CC=CC=C2)[C@H]2C[C@H](C2)CNC(=O)NC(C)C (cis-1-{3-[4-Amino-5-(3-benzyloxy-phenyl)-pyrrolo[2,3-d]pyrimidin-7-yl]-cyclobutylmethyl}-3-isopropyl-urea). RXN SMILES: [NH2:1][CH2:2][C@@H:3]1[CH2:6][C@H:5]([N:7]2[C:11]3[N:12]=[CH:13][N:14]=[C:15]([NH2:16])[C:10]=3[C:9]([C:17]3[CH:22]=[CH:21][CH:20]=[C:19]([O:23][CH2:24][C:25]4[CH:30]=[CH:29][CH:28]=[CH:27][CH:26]=4)[CH:18]=3)=[CH:8]2)[CH2:4]1.[CH3:31][CH:32]([N:34]=[C:35]=[O:36])[CH3:33]>>[NH2:16][C:15]1[C:10]2[C:9]([C:17]3[CH:22]=[CH:21][CH:20]=[C:19]([O:23][CH2:24][C:25]4[CH:30]=[CH:29][CH:28]=[CH:27][CH:26]=4)[CH:18]=3)=[CH:8][N:7]([C@@H:5]3[CH2:4][C@H:3]([CH2:2][NH:1][C:35]([NH:34][CH:32]([CH3:33])[CH3:31])=[O:36])[CH2:6]3)[C:11]=2[N:12]=[CH:13][N:14]=1. Procedure: cis-1-{3-[4-Amino-5-(3-benzyloxy-phenyl)-pyrrolo[2,3-d]pyrimidin-7-yl]-cyclobutylmethyl}-3-isopropyl-urea is prepared as described in Example 26 using cis-7-(3-aminomethyl-cyclobutyl)-5-(3-benzyloxy-phenyl)-7H-pyrrolo[2,3-d]pyrimidin-4-ylamine and 2-propylisocyanate (Fluka, Buchs, Switzerland). Analytical HPLC: tR=6.37 min (Grad 2); ES-MS: m/eo=484.9.